From a dataset of the Open Reaction Database (ORD), a public repository of structured organic reaction records. describe an organic reaction: reactants, conditions, products, and yield Starting materials: ClC1=C(C(=CC=C1)F)NC1=NC2=C(N1C)C=1CC(OC1C(=C2)C(=O)O)(C)C (2-((2-chloro-6-fluorophenyl)amino)-1,7,7-trimethyl-7,8-dihydro-1H-benzofuro[4,5-d]imidazole-5-carboxylic acid), CCN(C(C)C)C(C)C (DIPEA), S(=O)(Cl)Cl (thionyl chloride), C1(CC1)C1=CC=C(N)C=C1 (4-cyclopropyl aniline). Solvent: C1CCOC1 (THF). Yields the product ClC1=C(C(=CC=C1)F)NC1=NC2=C(N1C)C=1CC(OC1C(=C2)C(=O)NC2=CC=C(C=C2)C2CC2)(C)C (2-((2-Chloro-6-fluorophenyl)amino)-N-(4-cyclopropylphenyl)-1,7,7-trimethyl-7,8-dihydro-1H-benzofuro[4,5-d]imidazole-5-carboxamide). Yield: 13.2%. Reaction SMILES: [Cl:1][C:2]1[CH:7]=[CH:6][CH:5]=[C:4]([F:8])[C:3]=1[NH:9][C:10]1[N:14]([CH3:15])[C:13]2[C:16]3[CH2:17][C:18]([CH3:27])([CH3:26])[O:19][C:20]=3[C:21]([C:23](O)=[O:24])=[CH:22][C:12]=2[N:11]=1.S(Cl)(Cl)=O.[CH:32]1([C:35]2[CH:41]=[CH:40][C:38]([NH2:39])=[CH:37][CH:36]=2)[CH2:34][CH2:33]1.CCN(C(C)C)C(C)C>C1COCC1>[Cl:1][C:2]1[CH:7]=[CH:6][CH:5]=[C:4]([F:8])[C:3]=1[NH:9][C:10]1[N:14]([CH3:15])[C:13]2[C:16]3[CH2:17][C:18]([CH3:26])([CH3:27])[O:19][C:20]=3[C:21]([C:23]([NH:39][C:38]3[CH:40]=[CH:41][C:35]([CH:32]4[CH2:34][CH2:33]4)=[CH:36][CH:37]=3)=[O:24])=[CH:22][C:12]=2[N:11]=1. Procedure details: The title compound was prepared following the procedure described for Example-108 using 2-((2-chloro-6-fluorophenyl)amino)-1,7,7-trimethyl-7,8-dihydro-1H-benzofuro[4,5-d]imidazole-5-carboxylic acid (Intermediate-49, 0.100 g, 0.256 mmol), thionyl chloride (2.0 mL), 4-cyclopropyl aniline (0.102 g, 0.769 mmol), THF (5.0 mL) and DIPEA (2 mL). The obtained crude product was purified by column chromatography on basic alumina eluting with 0.7-1.0% MeOH:DCM to afford 0.017 g of the desired product. 1HNM... Starting materials: CCCCCc1cc2cc(OC)ccc2c(Oc2ccc(C=O)cc2)c1-c1ccccc1, CCOC(=O)CP(=O)(OCC)OCC, [Li]CCCC. The product is CCCCCc1cc2cc(OC)ccc2c(Oc2ccc(C=CC(=O)OCC)cc2)c1-c1ccccc1. As a reaction SMILES: [CH3:1][O:2][c:3]1[cH:4][c:5]2[cH:6][c:7]([CH2:28][CH2:29][CH2:30][CH2:31][CH3:32])[c:8](-[c:22]3[cH:23][cH:24][cH:25][cH:26][cH:27]3)[c:9]([O:13][c:14]3[cH:15][cH:16][c:17]([CH:18]=[O:19])[cH:20][cH:21]3)[c:10]2[cH:11][cH:12]1.[CH3:33][CH2:34][O:35][C:36](=[O:37])[CH2:38][P:39]([O:40][CH2:41][CH3:42])([O:43][CH2:44][CH3:45])=[O:46].[CH3:47][CH2:48][CH2:49][CH2:50][Li:51]>>[CH3:1][O:2][c:3]1[cH:4][c:5]2[cH:6][c:7]([CH2:28][CH2:29][CH2:30][CH2:31][CH3:32])[c:8](-[c:22]3[cH:23][cH:24][cH:25][cH:26][cH:27]3)[c:9]([O:13][c:14]3[cH:15][cH:16][c:17]([CH:18]=[CH:38][C:36]([O:35][CH2:34][CH3:33])=[O:37])[cH:20][cH:21]3)[c:10]2[cH:11][cH:12]1. As a reaction SMILES: Br[CH2:2][C:3]([O:5]C(C)(C)C)=[O:4].[F:10][C:11]1[CH:16]=[CH:15][C:14]([C:17]2[C:18](=[O:28])[C:19]([C:23]([O:25][CH2:26][CH3:27])=[O:24])=[CH:20][NH:21][CH:22]=2)=[CH:13][CH:12]=1.C(=O)([O-])[O-].[Cs+].[Cs+].C(OCC)(=O)C>CN(C=O)C>[CH2:26]([O:25][C:23]([C:19]1[C:18](=[O:28])[C:17]([C:14]2[CH:13]=[CH:12][C:11]([F:10])=[CH:16][CH:15]=2)=[CH:22][N:21]([CH2:2][C:3]([OH:5])=[O:4])[CH:20]=1)=[O:24])[CH3:27] |f:2.3.4|. Procedure details: tert-Butyl bromoacetate (341 μl) was added to a suspension of ethyl 5-(4-fluorophenyl)-4-oxo-1,4-dihydropyridine-3-carboxylate (400 mg) and cesium carbonate (998 mg) in DMF (8 ml) at room temperature. The reaction mixture was stirred at room temperature overnight. The reaction mixture was diluted by adding ethyl acetate. The organic layer was washed with water and brine, dried over sodium sulfate and filtered, and the filtrate was then concentrated under reduced pressure. Dichloromethane (15 ml)... Solvent: CN(C)C=O (DMF). Reactants: C(C)(=O)OCC (ethyl acetate), BrCC(=O)OC(C)(C)C (tert-Butyl bromoacetate), FC1=CC=C(C=C1)C=1C(C(=CNC1)C(=O)OCC)=O (ethyl 5-(4-fluorophenyl)-4-oxo-1,4-dihydropyridine-3-carboxylate), C([O-])([O-])=O.[Cs+].[Cs+] (cesium carbonate). Product: C(C)OC(=O)C1=CN(C=C(C1=O)C1=CC=C(C=C1)F)CC(=O)O ([3-(Ethoxycarbonyl)-5-(4-fluorophenyl)-4-oxopyridin-1(4H)-yl]acetic acid). Run at time 8 hour.